The task is: describe an organic reaction: reactants, conditions, products, and yield. This data is from the Open Reaction Database (ORD), a public repository of structured organic reaction records. Reactants: CC(C)O, NCc1ccccc1N, CSc1ncnc2cc(N)ncc12. Product: Nc1cc2ncnc(NCc3ccccc3N)c2cn1. RXN SMILES: [CH:23]([OH:24])([CH3:25])[CH3:26].[NH2:14][c:15]1[c:16]([CH2:17][NH2:18])[cH:19][cH:20][cH:21][cH:22]1.[NH2:1][c:2]1[cH:3][c:4]2[n:5][cH:6][n:7][c:8]([S:12][CH3:13])[c:9]2[cH:10][n:11]1>>[NH2:1][c:2]1[cH:3][c:4]2[n:5][cH:6][n:7][c:8]([NH:18][CH2:17][c:16]3[c:15]([NH2:14])[cH:22][cH:21][cH:20][cH:19]3)[c:9]2[cH:10][n:11]1. Reactants: C#CCN1CCS(=O)(=O)CC1, Cn1cc(C(=O)NCc2ccc(Cl)cc2)c(=O)c2cc(CN3CCOCC3)cc(I)c21, [Cu]I, CN(C)C=O, Cl[Pd]Cl, c1ccc(P(c2ccccc2)c2ccccc2)cc1, c1ccc(P(c2ccccc2)c2ccccc2)cc1. The product is Cn1cc(C(=O)NCc2ccc(Cl)cc2)c(=O)c2cc(CN3CCOCC3)cc(C#CCN3CCS(=O)(=O)CC3)c21. RXN SMILES: [CH2:32]([C:33]#[CH:34])[N:35]1[CH2:36][CH2:37][S:38](=[O:41])(=[O:42])[CH2:39][CH2:40]1.[Cl:1][c:2]1[cH:3][cH:4][c:5]([CH2:6][NH:7][C:8](=[O:9])[c:10]2[cH:11][n:12]([CH3:29])[c:13]3[c:14]([I:28])[cH:15][c:16]([CH2:21][N:22]4[CH2:23][CH2:24][O:25][CH2:26][CH2:27]4)[cH:17][c:18]3[c:19]2=[O:20])[cH:30][cH:31]1.[Cu:84][I:85].[O:86]=[CH:87][N:88]([CH3:89])[CH3:90].[Pd:43]([Cl:44])[Cl:45].[c:46]1([P:47]([c:48]2[cH:49][cH:50][cH:51][cH:52][cH:53]2)[c:54]2[cH:55][cH:56][cH:57][cH:58][cH:59]2)[cH:60][cH:61][cH:62][cH:63][cH:64]1.[c:65]1([P:66]([c:67]2[cH:68][cH:69][cH:70][cH:71][cH:72]2)[c:73]2[cH:74][cH:75][cH:76][cH:77][cH:78]2)[cH:79][cH:80][cH:81][cH:82][cH:83]1>>[Cl:1][c:2]1[cH:3][cH:4][c:5]([CH2:6][NH:7][C:8](=[O:9])[c:10]2[cH:11][n:12]([CH3:29])[c:13]3[c:14]([C:34]#[C:33][CH2:32][N:35]4[CH2:36][CH2:37][S:38](=[O:41])(=[O:42])[CH2:39][CH2:40]4)[cH:15][c:16]([CH2:21][N:22]4[CH2:23][CH2:24][O:25][CH2:26][CH2:27]4)[cH:17][c:18]3[c:19]2=[O:20])[cH:30][cH:31]1. Reactants: FC1=C(C(=CC(=C1)[C@@H]1CC[C@H](CC1)CCCCC)F)OCCCCCC (2,6-difluoro-4-(trans-4-pentylcyclohexyl)-1-hexoxybenzene), FC1=C(C(=CC(=C1)[C@@H]1CC[C@H](CC1)CCCCC)F)O (2,6-difluoro-4-(trans-4-pentylcyclohexyl)-phenol), C(=O)([O-])[O-].[K+].[K+] (K2CO3), C(CCCCC)I (hexyl iodide). The solvent is CN(C=O)C (dimethylformamide). Yields the product FC1=C(C(=CC(=C1)[C@@H]1CC[C@H](CC1)CCC)F)OC (2,6-difluoro-4-(trans-4-propylcyclohexyl)-1-methoxybenzene). As a reaction SMILES: FC1C=C([C@H]2CC[C@H](CCCCC)CC2)C=C(F)C=1O.C([O-])([O-])=O.[K+].[K+].C(I)CCCCC.[F:34][C:35]1[CH:40]=[C:39]([C@H:41]2[CH2:46][CH2:45][C@H:44]([CH2:47][CH2:48][CH2:49]CC)[CH2:43][CH2:42]2)[CH:38]=[C:37]([F:52])[C:36]=1[O:53][CH2:54]CCCCC>CN(C)C=O>[F:34][C:35]1[CH:40]=[C:39]([C@H:41]2[CH2:42][CH2:43][C@H:44]([CH2:47][CH2:48][CH3:49])[CH2:45][CH2:46]2)[CH:38]=[C:37]([F:52])[C:36]=1[O:53][CH3:54] |f:1.2.3|. Procedure: A mixture of 28.2 g of 2,6-difluoro-4-(trans-4-pentylcyclohexyl)-phenol, 6.9 g of K2CO3, 25 g of hexyl iodide and 250 ml of dimethylformamide is heated at 80° for 16 hours, while stirring, and is then cooled and worked up in the usual manner. This gives 2,6-difluoro-4-(trans-4-pentylcyclohexyl)-1-hexoxybenzene. Procedure: There are obtained from 70 g of N-acetyl-1,2-toluidine, with 47 g of succinic anhydride and 234 g of aluminium chloride in 2000 ml of tetrachloroethane, by the customary method, 50 g of 3-(3-methyl-4-acetamido-benzoyl)-propionic acid, m.p. 150°-160° C., as crude product. From this are obtained, by hydrolysis in 18% hydrochloric acid, 28 g of crude 3-(4-amino-3-methyl-benzoyl)-propionic acid. And from 6 g of 3-(4-amino-3-methyl-benzoyl)-propionic acid are obtained, with 1.7 ml of hydrazine hydrat... RXN SMILES: [NH2:1][C:2]1[CH:14]=[CH:13][C:5]([C:6]([CH2:8][CH2:9][C:10]([OH:12])=[O:11])=[O:7])=[CH:4][C:3]=1[CH3:15].O.[NH2:17][NH2:18]>Cl.C(O)C>[NH2:1][C:2]1[CH:14]=[CH:13][C:5]([C:6]([CH2:8][CH2:9][C:10]([OH:12])=[O:11])=[O:7])=[CH:4][C:3]=1[CH3:15].[NH2:1][C:2]1[CH:14]=[CH:13][C:5]([C:6]2[CH2:8][CH2:9][C:10](=[O:11])[NH:17][N:18]=2)=[CH:4][C:3]=1[CH3:15] |f:1.2|. Starting materials: NC1=C(C=C(C(=O)CCC(=O)O)C=C1)C (3-(4-amino-3-methyl-benzoyl)-propionic acid), O.NN (hydrazine hydrate). Product: NC1=C(C=C(C(=O)CCC(=O)O)C=C1)C (3-(4-amino-3-methyl-benzoyl)-propionic acid), NC1=C(C=C(C=C1)C=1CCC(NN1)=O)C (6-(4-amino-3-methyl-phenyl)-4,5-dihydro-3(2H)-pyridazinone). Solvent: Cl (hydrochloric acid), C(C)O (ethanol). The reactants are CCOC(=O)C(O)C(O)C(=O)OCC, CC(C)(C)OO, CSC, CCOCC, ClCCl, OCC=Cc1cccc(F)c1, [Mg+2], [Na+], O=S(=O)([O-])[O-], [OH-]. Product: OCC1OC1c1cccc(F)c1. RXN SMILES: [C:1](=[O:2])([CH:3]([CH:4]([C:5]([O:6][CH2:7][CH3:8])=[O:9])[OH:10])[OH:11])[O:12][CH2:13][CH3:14].[C:26]([O:27][OH:28])([CH3:29])([CH3:30])[CH3:31].[CH3:32][S:33][CH3:34].[CH3:43][CH2:44][O:45][CH2:46][CH3:47].[Cl:48][CH2:49][Cl:50].[F:15][c:16]1[cH:17][c:18]([CH:22]=[CH:23][CH2:24][OH:25])[cH:19][cH:20][cH:21]1.[Mg+2:37].[Na+:36].[O-:38][S:39](=[O:40])(=[O:41])[O-:42].[OH-:35]>>[O:2]1[CH:22]([c:18]2[cH:17][c:16]([F:15])[cH:21][cH:20][cH:19]2)[CH:23]1[CH2:24][OH:25].